Dataset: the Open Reaction Database (ORD), a public repository of structured organic reaction records. Task: describe an organic reaction: reactants, conditions, products, and yield The reactants are CN(C)C(=O)c1ccc(Oc2cc(C(=O)O)cc3c2CC(C)(C)O3)cc1F, CN(C)c1ccncc1, ClCCl, Cc1cc(N)no1, CN(C)C=O, O=S(Cl)Cl. The product is Cc1cc(NC(=O)c2cc(Oc3ccc(C(=O)N(C)C)c(F)c3)c3c(c2)OC(C)(C)C3)no1. RXN SMILES: [CH3:1][N:2]([C:3](=[O:4])[c:5]1[c:6]([F:26])[cH:7][c:8]([O:9][c:10]2[cH:11][c:12]([C:21](=[O:22])[OH:23])[cH:13][c:14]3[c:15]2[CH2:16][C:17]([CH3:19])([CH3:20])[O:18]3)[cH:24][cH:25]1)[CH3:27].[CH3:47][N:48]([c:49]1[cH:50][cH:51][n:52][cH:53][cH:54]1)[CH3:55].[Cl:44][CH2:45][Cl:46].[NH2:37][c:38]1[n:39][o:40][c:41]([CH3:43])[cH:42]1.[O:32]=[CH:33][N:34]([CH3:35])[CH3:36].[S:28]([Cl:29])([Cl:30])=[O:31]>>[CH3:1][N:2]([C:3](=[O:4])[c:5]1[c:6]([F:26])[cH:7][c:8]([O:9][c:10]2[cH:11][c:12]([C:21](=[O:23])[NH:37][c:38]3[n:39][o:40][c:41]([CH3:43])[cH:42]3)[cH:13][c:14]3[c:15]2[CH2:16][C:17]([CH3:19])([CH3:20])[O:18]3)[cH:24][cH:25]1)[CH3:27]. The reactants are ClC=1C=C(C(=O)NC2=NC=CC=C2O)C=CC1CC#N (3-chloro-4-(cyanomethyl)-N-(3-hydroxypyridin-2-yl)benzamide). Solvent: O=P(Cl)(Cl)Cl (POCl3). Yields the product ClC1=C(C=CC(=C1)C=1OC=2C(=NC=CC2)N1)CC#N ((2-chloro-4-[1,3]oxazolo[4,5-b]pyridin-2-ylphenyl)acetonitrile). Reaction SMILES: [Cl:1][C:2]1[CH:3]=[C:4]([CH:15]=[CH:16][C:17]=1[CH2:18][C:19]#[N:20])[C:5]([NH:7][C:8]1[C:13]([OH:14])=[CH:12][CH:11]=[CH:10][N:9]=1)=O>O=P(Cl)(Cl)Cl>[Cl:1][C:2]1[CH:3]=[C:4]([C:5]2[O:14][C:13]3[C:8]([N:7]=2)=[N:9][CH:10]=[CH:11][CH:12]=3)[CH:15]=[CH:16][C:17]=1[CH2:18][C:19]#[N:20]. Reported procedure: 3-chloro-4-(cyanomethyl)-N-(3-hydroxypyridin-2-yl)benzamide (550 mg, 1.9 mmol) was refluxed in POCl3 (15 mL) for 2.5 h. Excess POCl3 was removed by distillation and the mixture was cooled to rt. The crude mixture was diluted with H2O. The aqueous layer was made basic (pH 14) with 1N NaOH and extracted with CH2Cl2 (3×20 mL). The residue was adsorbed onto silica gel and purified by automated flash chromatography using an EtOAc/hexane gradient to afford (2-chloro-4-[1,3]oxazolo[4,5-b]pyridin-2-ylph... Reactants: ClC1=CC=C(C=C1)C(CC)=O (p-chloropropiophenone), COC(N(C)C)OC (N,N-dimethylformamide dimethyl acetal). The product is ClC1=CC=C(C=C1)C(C(=CN(C)C)C)=O (4'-chloro-3-dimethylamino-2-methylacrylophenone). Reaction SMILES: [Cl:1][C:2]1[CH:7]=[CH:6][C:5]([C:8](=[O:11])[CH2:9][CH3:10])=[CH:4][CH:3]=1.CO[CH:14](OC)[N:15]([CH3:17])[CH3:16]>>[Cl:1][C:2]1[CH:3]=[CH:4][C:5]([C:8](=[O:11])[C:9]([CH3:10])=[CH:14][N:15]([CH3:16])[CH3:17])=[CH:6][CH:7]=1. Procedure details: A mixture of 50.0 g of p-chloropropiophenone and 200 ml of N,N-dimethylformamide dimethyl acetal was stirred and heated at reflux for 28 hours. The reaction mixture was evaporated in vacuo to give a yellow oil. The oil was then subjected to Kugelrohr distillation. The residual oil from the distillation was collected and triturated with hexane to provide crystals. The solid was collected by filtration and gave 21.5 g of 4'-chloro-3-dimethylamino-2-methylacrylophenone as yellow crystals, mp 45°-47... RXN SMILES: [CH3:51][N:52]([CH3:53])[CH:54]=[O:55].[CH3:56][C:57]#[N:58].[CH:39]([N:40]([CH:41]([CH3:42])[CH3:43])[CH2:44][CH3:45])([CH3:46])[CH3:47].[F:1][c:2]1[cH:3][cH:4][c:5](-[c:8]2[c:9]([CH:14]=[CH:15][C:16](=[O:17])[OH:18])[cH:10][n:11][n:12]2[CH3:13])[cH:6][cH:7]1.[NH2:23][c:24]1[cH:25][cH:26][c:27]([CH2:28][P:29]([O:30][CH2:31][CH3:32])([O:33][CH2:34][CH3:35])=[O:36])[cH:37][cH:38]1.[Na+:49].[OH-:48].[OH2:50].[S:19]([Cl:20])([Cl:21])=[O:22]>>[F:1][c:2]1[cH:3][cH:4][c:5](-[c:8]2[c:9]([CH:14]=[CH:15][C:16](=[O:18])[NH:23][c:24]3[cH:25][cH:26][c:27]([CH2:28][P:29]([O:30][CH2:31][CH3:32])([O:33][CH2:34][CH3:35])=[O:36])[cH:37][cH:38]3)[cH:10][n:11][n:12]2[CH3:13])[cH:6][cH:7]1. Starting materials: CN(C)C=O, CC#N, CCN(C(C)C)C(C)C, Cn1ncc(C=CC(=O)O)c1-c1ccc(F)cc1, CCOP(=O)(Cc1ccc(N)cc1)OCC, [Na+], [OH-], O, O=S(Cl)Cl. Yields the product CCOP(=O)(Cc1ccc(NC(=O)C=Cc2cnn(C)c2-c2ccc(F)cc2)cc1)OCC. Reactants: COC(=O)c1cc(F)ccc1CBr, [H-], CC(C)(C)OC(=O)NC(=O)OC(C)(C)C, [Na+], CN(C)C=O. The product is COC(=O)c1cc(F)ccc1CN(C(=O)OC(C)(C)C)C(=O)OC(C)(C)C. As a reaction SMILES: [Br:18][CH2:19][c:20]1[c:21]([C:22](=[O:23])[O:24][CH3:25])[cH:26][c:27]([F:30])[cH:28][cH:29]1.[H-:17].[NH:1]([C:2](=[O:3])[O:4][C:5]([CH3:6])([CH3:7])[CH3:8])[C:9](=[O:10])[O:11][C:12]([CH3:13])([CH3:14])[CH3:15].[Na+:16].[O:31]=[CH:32][N:33]([CH3:34])[CH3:35]>>[N:1]([C:2](=[O:3])[O:4][C:5]([CH3:6])([CH3:7])[CH3:8])([C:9](=[O:10])[O:11][C:12]([CH3:13])([CH3:14])[CH3:15])[CH2:19][c:20]1[c:21]([C:22](=[O:23])[O:24][CH3:25])[cH:26][c:27]([F:30])[cH:28][cH:29]1. Reactants: O=C1C(Br)=CC(Br)(Br)C=C1Br, COc1ccccc1N, ClCCl. Yields the product COc1cc(Br)ccc1N. As a reaction SMILES: [Br:10][C:11]1=[CH:20][C:17]([Br:18])([Br:19])[CH:16]=[C:14]([Br:15])[C:12]1=[O:13].[CH3:1][O:2][c:3]1[c:4]([NH2:9])[cH:5][cH:6][cH:7][cH:8]1.[Cl:21][CH2:22][Cl:23]>>[CH3:1][O:2][c:3]1[c:4]([NH2:9])[cH:5][cH:6][c:7]([Br:10])[cH:8]1.